Dataset: the Open Reaction Database (ORD), a public repository of structured organic reaction records. Task: describe an organic reaction: reactants, conditions, products, and yield Starting materials: [OH-].[Na+] (sodium hydroxide), C(CCC)NC(N(C)C=1C=C(C=CC1)C1=CC=C(C=C1)\C=C(\C(=O)OC)/OC)=O (methyl (Z)-3-[3′-(3-butyl-1-methylureido)biphenyl-4-yl]-2-methoxyacrylate), C(C)(=O)O (acetic acid). The solvent is O1CCCC1 (tetrahydrofuran). Reaction conditions: temperature 68 celsius, time 2 hour. Product: C(CCC)NC(N(C)C=1C=C(C=CC1)C1=CC=C(C=C1)\C=C(\C(=O)O)/OC)=O ((Z)-3-[3′-(3-butyl-1-methylureido)biphenyl-4-yl]-2-methoxyacrylic acid). Isolated yield 77.0%. Reaction SMILES: [OH-].[Na+].[CH2:3]([NH:7][C:8](=[O:31])[N:9]([C:11]1[CH:12]=[C:13]([C:17]2[CH:22]=[CH:21][C:20](/[CH:23]=[C:24](\[O:29][CH3:30])/[C:25]([O:27]C)=[O:26])=[CH:19][CH:18]=2)[CH:14]=[CH:15][CH:16]=1)[CH3:10])[CH2:4][CH2:5][CH3:6].C(O)(=O)C>O1CCCC1>[CH2:3]([NH:7][C:8](=[O:31])[N:9]([C:11]1[CH:12]=[C:13]([C:17]2[CH:18]=[CH:19][C:20](/[CH:23]=[C:24](\[O:29][CH3:30])/[C:25]([OH:27])=[O:26])=[CH:21][CH:22]=2)[CH:14]=[CH:15][CH:16]=1)[CH3:10])[CH2:4][CH2:5][CH3:6] |f:0.1|. Reported procedure: 2.7 mL (2.7 mmol) of aqueous 1 N sodium hydroxide solution are added to a solution of 0.7 g (1.8 mmol) of methyl (Z)-3-[3′-(3-butyl-1-methylureido)biphenyl-4-yl]-2-methoxyacrylate in 12 mL of tetrahydrofuran. The reaction medium is heated at 68° C. and stirred for 2 hours. The reaction medium is acidified with 2.8 mL of 1 N acetic acid solution and extracted with ethyl acetate. The organic phase is washed with water, dried over magnesium sulfate, filtered and evaporated. The residue obtained is ... Procedure: 27 g (0.179 mol) of (1-phenyl-1H-imidazol-2-yl)methanol were added to 25 ml of SOCl2 under stirring at 0° C. The solution obtained was refluxed for 30 min and then the excess SOCl2 removed under vacuum. The thus obtained residue was recrystallized from 50 ml of a mixture of toluene:EtOH=5:1 to give 16.6 g (74%) of 2-(chloromethyl)-1-phenyl-1H-imidazole hydrochloride. Product: Cl.ClCC=1N(C=CN1)C1=CC=CC=C1 (2-(chloromethyl)-1-phenyl-1H-imidazole hydrochloride). Reaction conditions: temperature 0 celsius. Reactants: C1(=CC=CC=C1)N1C(=NC=C1)CO ((1-phenyl-1H-imidazol-2-yl)methanol), O=S(Cl)Cl (SOCl2). As a reaction SMILES: [C:1]1([N:7]2[CH:11]=[CH:10][N:9]=[C:8]2[CH2:12]O)[CH:6]=[CH:5][CH:4]=[CH:3][CH:2]=1.O=S(Cl)[Cl:16]>>[ClH:16].[Cl:16][CH2:12][C:8]1[N:7]([C:1]2[CH:6]=[CH:5][CH:4]=[CH:3][CH:2]=2)[CH:11]=[CH:10][N:9]=1 |f:2.3|. Yield: 74.0%. Starting materials: CCOC(=O)N1CCC(C)(c2ccc(Br)cc2)CC1, C1CCOC1, C[Si](C)(C)[N-][Si](C)(C)C, Cl, [Li+], [Na+], O=C(C=Cc1ccccc1)C=Cc1ccccc1, O=C(C=Cc1ccccc1)C=Cc1ccccc1, O=C(C=Cc1ccccc1)C=Cc1ccccc1, [OH-], [Pd], [Pd], c1ccc(-c2ccccc2P(C2CCCCC2)C2CCCCC2)cc1. The product is CCOC(=O)N1CCC(C)(c2ccc(N)cc2)CC1. RXN SMILES: [Br:1][c:2]1[cH:3][cH:4][c:5]([C:8]2([CH3:19])[CH2:9][CH2:10][N:11]([C:14](=[O:15])[O:16][CH2:17][CH3:18])[CH2:12][CH2:13]2)[cH:6][cH:7]1.[CH2:55]1[O:56][CH2:57][CH2:58][CH2:59]1.[CH3:46][Si:47]([N-:50][Si:48]([CH3:49])([CH3:51])[CH3:52])([CH3:53])[CH3:54].[ClH:60].[Li+:45].[Na+:62].[O:101]=[C:102]([CH:103]=[CH:104][c:105]1[cH:106][cH:107][cH:108][cH:109][cH:110]1)[CH:111]=[CH:112][c:113]1[cH:114][cH:115][cH:116][cH:117][cH:118]1.[O:65]=[C:66]([CH:67]=[CH:68][c:69]1[cH:70][cH:71][cH:72][cH:73][cH:74]1)[CH:75]=[CH:76][c:77]1[cH:78][cH:79][cH:80][cH:81][cH:82]1.[O:83]=[C:84]([CH:85]=[CH:86][c:87]1[cH:88][cH:89][cH:90][cH:91][cH:92]1)[CH:93]=[CH:94][c:95]1[cH:96][cH:97][cH:98][cH:99][cH:100]1.[OH-:61].[Pd:63].[Pd:64].[c:20]1(-[c:21]2[cH:22][cH:23][cH:24][cH:25][cH:26]2)[cH:27][cH:28][cH:29][cH:30][c:31]1[P:32]([CH:33]1[CH2:34][CH2:35][CH2:36][CH2:37][CH2:38]1)[CH:39]1[CH2:40][CH2:41][CH2:42][CH2:43][CH2:44]1>>[c:2]1([NH2:50])[cH:3][cH:4][c:5]([C:8]2([CH3:19])[CH2:9][CH2:10][N:11]([C:14](=[O:15])[O:16][CH2:17][CH3:18])[CH2:12][CH2:13]2)[cH:6][cH:7]1. Starting materials: CN(C1CCOCC1)CC1=CC=C(N)C=C1 (4-[N-methyl-N-(tetrahydropyran-4-yl)aminomethyl]aniline), CC1=CC=C(C=C1)C=1C=C2C=C(C(=NC2=CC1)C)C(=O)O (6-(4-methylphenyl)-2-methylquinoline-3-carboxylic acid), ON1N=NC2=C1C=CC=C2 (1-hydroxybenzotriazole), Cl.C(C)N=C=NCCCN(C)C (1-ethyl-3-(3′-dimethylaminopropyl)carbodiimide hydrochloride). The solvent is CN(C)C=O (DMF), C(C)N(CC)CC (triethylamine), CN(C)C=O (DMF). Conditions: time 2 hour. Yields the product CN(C1CCOCC1)CC1=CC=C(C=C1)NC(=O)C=1C(=NC2=CC=C(C=C2C1)C1=CC=C(C=C1)C)C (N-[4-[N-methyl-N-(tetrahydropyran-4-yl)aminomethyl]phenyl]-6-(4-methylphenyl)-2-methylquinoline-3-carboxamide). Isolated yield 39.5%. RXN SMILES: [CH3:1][C:2]1[CH:7]=[CH:6][C:5]([C:8]2[CH:9]=[C:10]3[C:15](=[CH:16][CH:17]=2)[N:14]=[C:13]([CH3:18])[C:12]([C:19]([OH:21])=O)=[CH:11]3)=[CH:4][CH:3]=1.ON1C2C=CC=CC=2N=N1.Cl.C(N=C=NCCCN(C)C)C.[CH3:44][N:45]([CH2:52][C:53]1[CH:59]=[CH:58][C:56]([NH2:57])=[CH:55][CH:54]=1)[CH:46]1[CH2:51][CH2:50][O:49][CH2:48][CH2:47]1>CN(C=O)C.C(N(CC)CC)C>[CH3:44][N:45]([CH2:52][C:53]1[CH:54]=[CH:55][C:56]([NH:57][C:19]([C:12]2[C:13]([CH3:18])=[N:14][C:15]3[C:10]([CH:11]=2)=[CH:9][C:8]([C:5]2[CH:4]=[CH:3][C:2]([CH3:1])=[CH:7][CH:6]=2)=[CH:17][CH:16]=3)=[O:21])=[CH:58][CH:59]=1)[CH:46]1[CH2:51][CH2:50][O:49][CH2:48][CH2:47]1 |f:2.3|. Reported procedure: To a solution of 6-(4-methylphenyl)-2-methylquinoline-3-carboxylic acid (120 mg) and 1-hydroxybenzotriazole (88 mg) in DMF (5 ml) was added 1-ethyl-3-(3′-dimethylaminopropyl)carbodiimide hydrochloride (125 mg) at room temperature, and the mixture was stirred for 2 hours. To the mixture was added a solution of 4-[N-methyl-N-(tetrahydropyran-4-yl)aminomethyl]aniline (105 mg) and triethylamine (0.2 ml) in DMF (5 ml), and the mixture was stirred for 18 hours and concentrated under reduced pressure. ... Starting materials: CCOC(=O)C(C)(C)Sc1cnc(N)s1, CC1CCC(N(CCOCc2ccccc2Cl)C(=O)Nc2ncc(SCC(C)(C)C(=O)O)s2)CC1, Nc1ncc(SC2(C(=O)O)CCC2)s1. The product is CC1CCC(N(CCOCc2ccccc2Cl)C(=O)Nc2ncc(SC3(C(=O)O)CCC3)s2)CC1. As a reaction SMILES: [CH2:50]([O:51][C:52](=[O:53])[C:54]([S:55][c:56]1[s:57][c:58]([NH2:59])[n:60][cH:61]1)([CH3:62])[CH3:63])[CH3:64].[Cl:1][c:2]1[c:3]([CH2:4][O:5][CH2:6][CH2:7][N:8]([C:9]([NH:10][c:11]2[s:12][c:13]([S:14][CH2:15][C:16]([CH3:17])([CH3:18])[C:19]([OH:20])=[O:21])[cH:22][n:23]2)=[O:24])[CH:25]2[CH2:26][CH2:27][CH:28]([CH3:31])[CH2:29][CH2:30]2)[cH:32][cH:33][cH:34][cH:35]1.[NH2:36][c:37]1[s:38][c:39]([S:42][C:43]2([C:47](=[O:48])[OH:49])[CH2:44][CH2:45][CH2:46]2)[cH:40][n:41]1>>[Cl:1][c:2]1[c:3]([CH2:4][O:5][CH2:6][CH2:7][N:8]([C:9](=[O:24])[NH:36][c:37]2[s:38][c:39]([S:42][C:43]3([C:47](=[O:48])[OH:49])[CH2:44][CH2:45][CH2:46]3)[cH:40][n:41]2)[CH:25]2[CH2:26][CH2:27][CH:28]([CH3:31])[CH2:29][CH2:30]2)[cH:32][cH:33][cH:34][cH:35]1. Starting materials: 16, BrCCNC(C1=C(C=C(C=C1)F)[N+](=O)[O-])=O (N-(2-bromoethyl)-4-fluoro-2-nitrobenzamide), ClC1=CC2=C(N(C(N2)=O)C2CCNCC2)C=C1 (5-chloro-1,3-dihydro-1-(4-piperidinyl)-2H-benzimidazol-2-one). Run in CN(C=O)C (N,N-dimethylformamide). Yields the product Cl.ClC1=CC2=C(N(C(N2)=O)C2CCN(CC2)CCNC(C2=C(C=C(C=C2)F)[N+](=O)[O-])=O)C=C1 (N-{2-[4-(5-chloro-2,3-dihydro-2-oxo-1H-benzimidazol-1-yl)-1-piperidinyl]ethyl}-4-fluoro-2-nitrobenzamide hydrochloride). Reaction SMILES: Br[CH2:2][CH2:3][NH:4][C:5](=[O:16])[C:6]1[CH:11]=[CH:10][C:9]([F:12])=[CH:8][C:7]=1[N+:13]([O-:15])=[O:14].[Cl:17][C:18]1[CH:33]=[CH:32][C:21]2[N:22]([CH:26]3[CH2:31][CH2:30][NH:29][CH2:28][CH2:27]3)[C:23](=[O:25])[NH:24][C:20]=2[CH:19]=1>CN(C)C=O>[ClH:17].[Cl:17][C:18]1[CH:33]=[CH:32][C:21]2[N:22]([CH:26]3[CH2:27][CH2:28][N:29]([CH2:2][CH2:3][NH:4][C:5](=[O:16])[C:6]4[CH:11]=[CH:10][C:9]([F:12])=[CH:8][C:7]=4[N+:13]([O-:15])=[O:14])[CH2:30][CH2:31]3)[C:23](=[O:25])[NH:24][C:20]=2[CH:19]=1 |f:3.4|. Reported procedure: A mixture of 16 parts of N-(2-bromoethyl)-4-fluoro-2-nitrobenzamide, 12.6 parts of 5-chloro-1,3-dihydro-1-(4-piperidinyl)-2H-benzimidazol-2-one and 216 parts of N,N-dimethylformamide is stirred and refluxed for 3 hours. The N,N-dimethylformamide is evaporated and the residue is purified by column-chromatography over silica gel using a mixture of trichloromethane and methanol (95:5 by volume) as eluent. The pure fractions are collected and the eluent is evaporated. The residue is converted into t... The reactants are CC(CCO)C(C(=O)NNC(=O)OC(C)(C)C)c1ccc(F)cc1, Cc1ccc(S(=O)(=O)Cl)cc1, c1ccncc1. The product is Cc1ccc(S(=O)(=O)OCCC(C)C(C(=O)NNC(=O)OC(C)(C)C)c2ccc(F)cc2)cc1. RXN SMILES: [F:12][c:13]1[cH:14][cH:15][c:16]([CH:19]([C:20](=[O:21])[NH:22][NH:23][C:24](=[O:25])[O:26][C:27]([CH3:28])([CH3:29])[CH3:30])[CH:31]([CH2:32][CH2:33][OH:34])[CH3:35])[cH:17][cH:18]1.[c:1]1([CH3:11])[cH:2][cH:3][c:4]([S:7](=[O:8])(=[O:9])[Cl:10])[cH:5][cH:6]1.[cH:36]1[cH:37][cH:38][n:39][cH:40][cH:41]1>>[c:1]1([CH3:11])[cH:2][cH:3][c:4]([S:7](=[O:8])(=[O:9])[O:34][CH2:33][CH2:32][CH:31]([CH:19]([c:16]2[cH:15][cH:14][c:13]([F:12])[cH:18][cH:17]2)[C:20](=[O:21])[NH:22][NH:23][C:24](=[O:25])[O:26][C:27]([CH3:28])([CH3:29])[CH3:30])[CH3:35])[cH:5][cH:6]1.